From a dataset of the Open Reaction Database (ORD), a public repository of structured organic reaction records. describe an organic reaction: reactants, conditions, products, and yield Reaction conditions: temperature 40 celsius, time 10 minute. Product: O.CS(=O)(=O)O.C1(CC1)N1C=C(C(C2=CC=C(C(=C12)OC(F)F)C=1C=C2CN[C@@H](C2=CC1)C)=O)C(=O)O ((R)-1-cyclopropyl-8-difluoromethoxy-7-(1-methyl-2,3-dihydro-1H-5-isoindolyl)-4-oxo-1,4-dihydro-3-quinolinecarboxylic acid methanesulfonate monohydrate). Solvent: C(C)O (ethanol). Procedure details: In 192 ml of 50% ethanol is suspended 24 g of (R)-1-cyclopropyl-8-difluoromethoxy-7-(1-methyl-2,3-dihydro-1H-5-isoindolyl)-4-oxo-1,4-dihydro-3-quinolinecarboxylic acid monohydrate, and the suspension is warmed to 40° C., after which 5.71 g of methanesulfonic acid is added to form a uniform solution. Subsequently, 2.4 g of activated carbon is added and the resulting mixture is stirred at the same temperature for 10 minutes, after which the insolubles are removed by filtration. The filtrate is con... The yield is 182.5%. The reactants are O.C1(CC1)N1C=C(C(C2=CC=C(C(=C12)OC(F)F)C=1C=C2CN[C@@H](C2=CC1)C)=O)C(=O)O ((R)-1-cyclopropyl-8-difluoromethoxy-7-(1-methyl-2,3-dihydro-1H-5-isoindolyl)-4-oxo-1,4-dihydro-3-quinolinecarboxylic acid monohydrate), CS(=O)(=O)O (methanesulfonic acid). As a reaction SMILES: O.[CH:2]1([N:5]2[C:14]3[C:9](=[CH:10][CH:11]=[C:12]([C:19]4[CH:20]=[C:21]5[C:25](=[CH:26][CH:27]=4)[C@@H:24]([CH3:28])[NH:23][CH2:22]5)[C:13]=3[O:15][CH:16]([F:18])[F:17])[C:8](=[O:29])[C:7]([C:30]([OH:32])=[O:31])=[CH:6]2)[CH2:4][CH2:3]1.[CH3:33][S:34]([OH:37])(=[O:36])=[O:35]>C(O)C>[OH2:15].[CH3:33][S:34]([OH:37])(=[O:36])=[O:35].[CH:2]1([N:5]2[C:14]3[C:9](=[CH:10][CH:11]=[C:12]([C:19]4[CH:20]=[C:21]5[C:25](=[CH:26][CH:27]=4)[C@@H:24]([CH3:28])[NH:23][CH2:22]5)[C:13]=3[O:15][CH:16]([F:18])[F:17])[C:8](=[O:29])[C:7]([C:30]([OH:32])=[O:31])=[CH:6]2)[CH2:4][CH2:3]1 |f:0.1,4.5.6|.